Dataset: the Open Reaction Database (ORD), a public repository of structured organic reaction records. Task: describe an organic reaction: reactants, conditions, products, and yield Starting materials: NC1=CC=C2C(=N1)C(=CN2)C2CCN(CC2)C (5-amino-3-(1-methylpiperidin-4-yl)pyrrolo[3,2-b]pyridine), CC1=C(C(=O)Cl)C=CC=C1 (2-methylbenzoyl chloride). The product is CC1=C(C(=O)NC2=CC=C3C(=N2)C(=CN3)C3CCN(CC3)C)C=CC=C1 (5-(N-[2-methylbenzoyl]amino)-3-(1-methylpiperidin-4-yl)pyrrolo[3,2-b]pyridine). Yield: 101.6%. RXN SMILES: [NH2:1][C:2]1[N:7]=[C:6]2[C:8]([CH:11]3[CH2:16][CH2:15][N:14]([CH3:17])[CH2:13][CH2:12]3)=[CH:9][NH:10][C:5]2=[CH:4][CH:3]=1.[CH3:18][C:19]1[CH:27]=[CH:26][CH:25]=[CH:24][C:20]=1[C:21](Cl)=[O:22]>>[CH3:18][C:19]1[CH:27]=[CH:26][CH:25]=[CH:24][C:20]=1[C:21]([NH:1][C:2]1[N:7]=[C:6]2[C:8]([CH:11]3[CH2:16][CH2:15][N:14]([CH3:17])[CH2:13][CH2:12]3)=[CH:9][NH:10][C:5]2=[CH:4][CH:3]=1)=[O:22]. Reported procedure: Beginning with 0.015 gm (0.065 mMol) 5-amino-3-(1-methylpiperidin-4-yl)pyrrolo[3,2-b]pyridine and 0.0094 mL (0.072 mMol) 2-methylbenzoyl chloride, 0.023 gm (100%) of the title compound were prepared essentially by the procedure described in Example 7. Starting materials: Cl.O1CCOCC1 (hydrogen chloride dioxane), C(\C=C\CCCCCCC)(=O)N1CCC(CC1)N(C)C (1-((E)-2-decenoyl)-4-dimethylaminopiperidine). Solvent: C(Cl)Cl (methylene chloride). Product: Cl.C(\C=C\CCCCCCC)(=O)N1CCC(CC1)N(C)C (1-((E)-2-decenoyl)-4-dimethylaminopiperidine hydrochloride). RXN SMILES: [ClH:1].O1CCOCC1.[C:8]([N:19]1[CH2:24][CH2:23][CH:22]([N:25]([CH3:27])[CH3:26])[CH2:21][CH2:20]1)(=[O:18])/[CH:9]=[CH:10]/[CH2:11][CH2:12][CH2:13][CH2:14][CH2:15][CH2:16][CH3:17]>C(Cl)Cl>[ClH:1].[C:8]([N:19]1[CH2:20][CH2:21][CH:22]([N:25]([CH3:27])[CH3:26])[CH2:23][CH2:24]1)(=[O:18])/[CH:9]=[CH:10]/[CH2:11][CH2:12][CH2:13][CH2:14][CH2:15][CH2:16][CH3:17] |f:0.1,4.5|. Procedure: In addition, an oily product Compound 12 was dissolved in methylene chloride, and treated with hydrogen chloride-dioxane, to produce 1-((E)-2-decenoyl)-4-dimethylaminopiperidine hydrochloride (crystals, mp 185°-188° C.).